From a dataset of the Open Reaction Database (ORD), a public repository of structured organic reaction records. describe an organic reaction: reactants, conditions, products, and yield Starting materials: O=C(n1ccnc1)n1ccnc1, CC(C)(C)c1csc(N)n1, ClCCl, O=C(C1CCOCC1)N1CCCNCC1. The product is CC(C)(C)c1csc(NC(=O)N2CCCN(C(=O)C3CCOCC3)CC2)n1. As a reaction SMILES: [C:11](=[O:12])([n:13]1[cH:14][cH:15][n:16][cH:17]1)[n:18]1[cH:19][cH:20][n:21][cH:22]1.[C:1]([CH3:2])([CH3:3])([CH3:4])[c:5]1[n:6][c:7]([NH2:10])[s:8][cH:9]1.[Cl:38][CH2:39][Cl:40].[N:23]1([C:30](=[O:31])[CH:32]2[CH2:33][CH2:34][O:35][CH2:36][CH2:37]2)[CH2:24][CH2:25][NH:26][CH2:27][CH2:28][CH2:29]1>>[C:1]([CH3:2])([CH3:3])([CH3:4])[c:5]1[n:6][c:7]([NH:10][C:11](=[O:12])[N:26]2[CH2:25][CH2:24][N:23]([C:30](=[O:31])[CH:32]3[CH2:33][CH2:34][O:35][CH2:36][CH2:37]3)[CH2:29][CH2:28][CH2:27]2)[s:8][cH:9]1. As a reaction SMILES: Cl.ClC1C=C([C@@:9]2([OH:18])[O:14][CH2:13][C:12]([CH3:16])([CH3:15])[NH:11][C@@H:10]2[CH3:17])C=CC=1.C(OCC)C.[OH-].[Na+]>O>[CH3:17][CH:10]1[CH:9]([OH:18])[O:14][CH2:13][C:12]([CH3:16])([CH3:15])[NH:11]1 |f:0.1,3.4|. Reactants: Cl.ClC=1C=C(C=CC1)[C@@]1([C@H](NC(CO1)(C)C)C)O ((+/−)-(2R*,3R*)-2-(3-chlorophenyl)-3,5,5-trimethyl-2-morpholinol hydrochloride), Cl.ClC=1C=C(C=CC1)[C@@]1([C@H](NC(CO1)(C)C)C)O ((+/−)-(2R*,3R*)-2-(3-chlorophenyl)-3,5,5-trimethyl-2-morpholinol hydrochloride), [OH-].[Na+] (sodium hydroxide), C(C)OCC (diethyl ether). Procedure details: (+/−)-(2R*,3R*)-2-(3-chlorophenyl)-3,5,5-trimethyl-2-morpholinol hydrochloride may be converted back to its free base by the following process. A 3.0 g sample of (+/−)-(2R*,3R*)-2-(3-chlorophenyl)-3,5,5-trimethyl-2-morpholinol hydrochloride was dissolved in water (100 mL) and diethyl ether was added (200 mL). The mixture was chilled in an ice bath and the pH was adjusted to >10 with 1.0N aqueous sodium hydroxide. After stirring for 30 min., the phases were separated and the aqueous phase was ext... Reaction conditions: time 30 minute. Solvent: O (water). Product: CC1NC(COC1O)(C)C (3,5,5-trimethyl-2-morpholinol).